From a dataset of the Open Reaction Database (ORD), a public repository of structured organic reaction records. describe an organic reaction: reactants, conditions, products, and yield Reactants: O=C1C=CC(CC1)CCC(=O)OC (methyl 4-oxocyclohex-2-enepropionate), [Cl-].[Ce+3].[Cl-].[Cl-] (cerium chloride), [BH4-].[Na+] (sodium borohydride). Run in CO (methanol). Conditions: time 10 minute. Product: OC1C=CC(CC1)CCC(=O)OC (methyl 4-hydroxycyclohex-2-enepropionate). As a reaction SMILES: [O:1]=[C:2]1[CH2:7][CH2:6][CH:5]([CH2:8][CH2:9][C:10]([O:12][CH3:13])=[O:11])[CH:4]=[CH:3]1.[Cl-].[Ce+3].[Cl-].[Cl-].[BH4-].[Na+]>CO>[OH:1][CH:2]1[CH2:7][CH2:6][CH:5]([CH2:8][CH2:9][C:10]([O:12][CH3:13])=[O:11])[CH:4]=[CH:3]1 |f:1.2.3.4,5.6|. Procedure: To a mixture of 0.36 g of methyl 4-oxocyclohex-2-enepropionate and 500 ml of 0.4M cerium chloride in methanol there was added carefully 0.07 g of sodium borohydride and the mixture was stirred for 10 minutes at room temperature. The reaction was quenched with 2 ml of water and the methanol solvent was removed under reduced pressure. The residue was partitioned between 10 ml of water and 50 ml of ether and the separated organic layer was dried over magnesium sulfate. Evaporation of the solvent fr... Starting materials: C(C)OC(CNC1=CC(=C(C=C1)Cl)Cl)=O ((3,4-dichloro-phenylamino)-acetic acid ethyl ester). Run in Cl (HCl). Product: ClC=1C=C(C=CC1Cl)NCC(=O)O ((3,4-Dichloro-phenylamino)-acetic acid). Isolated yield 100.0%. RXN SMILES: C([O:3][C:4](=[O:15])[CH2:5][NH:6][C:7]1[CH:12]=[CH:11][C:10]([Cl:13])=[C:9]([Cl:14])[CH:8]=1)C>Cl>[Cl:14][C:9]1[CH:8]=[C:7]([NH:6][CH2:5][C:4]([OH:15])=[O:3])[CH:12]=[CH:11][C:10]=1[Cl:13]. Procedure: The suspension of (3,4-dichloro-phenylamino)-acetic acid ethyl ester (0.38 g, 1.5 mmol) in 10% HCl (7 mL) was refluxed for 4 h. Water was removed under reduced pressure and the resulting solids were collected by filtration, washed with ether, and dried in vacuo to afford 0.33 g (84%) of the title compound as its hydrochloride salt. 1H-NMR (400 MHz, DMSO-d6) δ: 7.26 (d, 1H), 6.75 (d, 1H), 6.56 (d, 1H), 5.85 (brs, 2–3H), 3.83 (s, 2H). The reactants are C1=CC=CC=2NC3=C(C=CC21)C=CC=C3 (5H-dibenz[b,f]azepine), C(=O)(Cl)Cl (phosgene). Yields the product ClC(=O)N1C2=C(C=CC3=C1C=CC=C3)C=CC=C2 (5-chlorocarbonyl-5H-dibenz[b,f]azepine). RXN SMILES: [CH:1]1[C:11]2[CH:10]=[CH:9][C:8]3[CH:12]=[CH:13][CH:14]=[CH:15][C:7]=3[NH:6][C:5]=2[CH:4]=[CH:3][CH:2]=1.[C:16](Cl)([Cl:18])=[O:17]>>[Cl:18][C:16]([N:6]1[C:7]2[CH:15]=[CH:14][CH:13]=[CH:12][C:8]=2[CH:9]=[CH:10][C:11]2[CH:1]=[CH:2][CH:3]=[CH:4][C:5]1=2)=[O:17]. Procedure: There is known from the German Patent Specification No. 1,136,707 a process for producing 5H-dibenz[b,f]azepine-5-carboxamide by reaction of 5H-dibenz[b,f]azepine with phosgene to give 5-chlorocarbonyl-5H-dibenz[b,f]azepine and the subsequent reaction thereof with ammonia to obtain the stated compound. The reaction of 5H-dibenz[b,f]azepine with phosgene is performed in toluene firstly at 70° C., and then under reflux. The subsequent reaction of this compound with ammonia is carried out in ethano... Starting materials: Cl.O=C1NC(CCC1N1C(C2=CC=CC(=C2C1=O)CNC)=O)=O (2-(2,6-dioxo-piperidin-3-yl)-4-methylaminomethyl-isoindole-1,3-dione hydrochloride), CC=1C=C(C=CC1C)N=C=O (3,4-dimethylphenyl isocyanate). The solvent is C(Cl)Cl (CH2Cl2). Conditions: time 8 hour. Yields the product CC=1C=C(C=CC1C)NC(N(C)CC1=C2C(N(C(C2=CC=C1)=O)C1C(NC(CC1)=O)=O)=O)=O (3-(3,4-dimethyl-phenyl)-1-[2-(2,6-dioxo-piperidin-3-yl)-1,3-dioxo-2,3-dihydro-1H-isoindol-4-ylmethyl]-1-methyl-urea). Yield: 58.9%. RXN SMILES: Cl.[O:2]=[C:3]1[CH:8]([N:9]2[C:17](=[O:18])[C:16]3[C:11](=[CH:12][CH:13]=[CH:14][C:15]=3[CH2:19][NH:20][CH3:21])[C:10]2=[O:22])[CH2:7][CH2:6][C:5](=[O:23])[NH:4]1.[CH3:24][C:25]1[CH:26]=[C:27]([N:32]=[C:33]=[O:34])[CH:28]=[CH:29][C:30]=1[CH3:31]>C(Cl)Cl>[CH3:24][C:25]1[CH:26]=[C:27]([NH:32][C:33](=[O:34])[N:20]([CH2:19][C:15]2[CH:14]=[CH:13][CH:12]=[C:11]3[C:16]=2[C:17](=[O:18])[N:9]([CH:8]2[CH2:7][CH2:6][C:5](=[O:23])[NH:4][C:3]2=[O:2])[C:10]3=[O:22])[CH3:21])[CH:28]=[CH:29][C:30]=1[CH3:31] |f:0.1|. Reported procedure: To a suspension of 2-(2,6-dioxo-piperidin-3-yl)-4-methylaminomethyl-isoindole-1,3-dione hydrochloride (0.65 g, 1.93 mmol) and 3,4-dimethylphenyl isocyanate (0.32 mL, 2.31 mmol) in dry CH2Cl2 (80 ml), was added diidopropylethylamine (0.47 mL g, 2.60 mmol). The mixture was stirred at room temperature overnight. The reaction mixture was quenched with MeOH (1 mL). The suspension was filtered, and the resulting solid cake was rinsed with CH2Cl2 (5 ml). The solid was reslurried with ether (I 5 mL) to ...